From a dataset of the Open Reaction Database (ORD), a public repository of structured organic reaction records. describe an organic reaction: reactants, conditions, products, and yield Starting materials: [Na] (sodium), C(CCC)N1C=C2C(CCCC2=C(C1=O)C#N)=O (2-butyl-3,8-dioxo-2,3,5,6,7,8-hexahydroisoquinoline-4-carbonitrile), [Na] (sodium). The solvent is C1CCOC1 (THF). Run at time 30 minute. Yields the product C(CCC)N1C=C2CCCCC2=C(C1=O)C#N (2-butyl-3-oxo-2,3,5,6,7,8-hexahydroisoquinoline-4-carbonitrile). Isolated yield 74.1%. As a reaction SMILES: [CH2:1]([N:5]1[C:14](=[O:15])[C:13]([C:16]#[N:17])=[C:12]2[C:7]([C:8](=O)[CH2:9][CH2:10][CH2:11]2)=[CH:6]1)[CH2:2][CH2:3][CH3:4].[Na]>C1COCC1>[CH2:1]([N:5]1[C:14](=[O:15])[C:13]([C:16]#[N:17])=[C:12]2[C:7]([CH2:8][CH2:9][CH2:10][CH2:11]2)=[CH:6]1)[CH2:2][CH2:3][CH3:4] |^1:18|. Reported procedure: 2-Butyl-3,8-dioxo-2,3,5,6,7,8-hexahydroisoquinoline-4-carbonitrile (7-011) (100 mg, 0.41 mmol) was dissolved in THF (7 mL) and to the reaction mixture were added boron trifluoride diethyl ether complex (0.21 mL, 1.64 mmol) and sodium cyanoborohydried (90 mg, 1.44 mmol), and the reaction mixture was stirred at room temperature for 30 min. To the reaction mixture was added an saturated aqueous solution of sodium hydrogencarbaonate (30 mL) and the reaction mixture was extracted with ethyl acetate (... Starting materials: F (hydrogen fluoride), stainless steel, ClC(=O)OC1=C(C=CC=C1C)C (2,6-dimethylphenyl chloroformate). Run at temperature 110 celsius. Yields the product CC1=C(C(=CC=C1)C)F (2,6-dimethylfluorobenzene), FC(=O)OC1=C(C=CC=C1C)C (2,6-dimethylphenyl fluoroformate). RXN SMILES: Cl[C:2]([O:4][C:5]1[C:10]([CH3:11])=[CH:9][CH:8]=[CH:7][C:6]=1[CH3:12])=[O:3].[FH:13]>>[CH3:12][C:6]1[CH:7]=[CH:8][CH:9]=[C:10]([CH3:11])[C:5]=1[F:13].[F:13][C:2]([O:4][C:5]1[C:10]([CH3:11])=[CH:9][CH:8]=[CH:7][C:6]=1[CH3:12])=[O:3]. Reported procedure: 500 ml of anhydrous hydrogen fluoride were placed at 0° C. in a stainless steel laboratory autoclave and 1000 g of 2,6-dimethylphenyl chloroformate were added dropwise. The autoclave was then sealed and heated at a maximum temperature of 110° C. for 2 hours, the pressure of the gases formed being released at 30 bar. The reaction mixture was worked up as described in Example 9. Distillation gave 2,6-dimethylfluorobenzene in a yield of 11% and 2,6-dimethylphenyl fluoroformate in a yield of 68%. Th... Reactants: [N+](=O)([O-])C1=CC=C(C=C1)C=1OC2=C(N1)C=CC=C2 (2-(p-nitrophenyl)benzoxazole), C1(=CC=CC=C1)O (phenol), C([O-])([O-])=O.[K+].[K+] (potassium carbonate). The solvent is CN1CCCC1=O (NMP). Product: O(C1=CC=CC=C1)C1=CC=C(C=C1)C=1OC2=C(N1)C=CC=C2 (2-(p-phenoxyphenyl)benzoxazole). Isolated yield 90.0%. Reaction SMILES: [N+]([C:4]1[CH:9]=[CH:8][C:7]([C:10]2[O:11][C:12]3[CH:18]=[CH:17][CH:16]=[CH:15][C:13]=3[N:14]=2)=[CH:6][CH:5]=1)([O-])=O.[C:19]1([OH:25])[CH:24]=[CH:23][CH:22]=[CH:21][CH:20]=1.C(=O)([O-])[O-].[K+].[K+]>CN1C(=O)CCC1>[O:25]([C:4]1[CH:9]=[CH:8][C:7]([C:10]2[O:11][C:12]3[CH:18]=[CH:17][CH:16]=[CH:15][C:13]=3[N:14]=2)=[CH:6][CH:5]=1)[C:19]1[CH:24]=[CH:23][CH:22]=[CH:21][CH:20]=1 |f:2.3.4|. Procedure details: A mixture of 1.20 g (5 mmoles) of 2-(p-nitrophenyl)benzoxazole, 0.80 g (8.5 mmoles) of phenol, 2 g of potassium carbonate and 15 ml of NMP is stirred and refluxed under nitrogen atmosphere for one hour. The title product is recovered from the resulting solution as described in Example 1. The recovery is 1.15 g (80.4 percent yield). The product has a melting point of 70° C.-71° C. The experiment is repeated using 2-4(p-fluorophenyl)benzoxazole as the reagent and the title product is obtained in 9... Starting materials: BrCC1=CC=C(C=C1)C1=C(C=CC=C1)C1=NN=NN1C(C1=CC=CC=C1)(C1=CC=CC=C1)C1=CC=CC=C1 (5-(4′-bromomethylbiphenyl-2-yl)-1-trityl-1H-tetrazole), O (Water), 1, N[C@H](CO)C ((2S)-2-aminopropan-1-ol), C([O-])([O-])=O.[K+].[K+] (potassium carbonate). Run in C1CCOC1 (THF). Reaction conditions: time 8 hour. Yields the product C(C1=CC=CC=C1)(C1=CC=CC=C1)(C1=CC=CC=C1)N1N=NN=C1C1=C(C=CC=C1)C1=CC=C(C=C1)CN[C@H](CO)C ((S)-2-[2′-(1-Trityl-1H-tetrazol-5-yl)biphenyl-4-ylmethyl]aminopropan-1-ol). As a reaction SMILES: Br[CH2:2][C:3]1[CH:8]=[CH:7][C:6]([C:9]2[CH:14]=[CH:13][CH:12]=[CH:11][C:10]=2[C:15]2[N:19]([C:20]([C:33]3[CH:38]=[CH:37][CH:36]=[CH:35][CH:34]=3)([C:27]3[CH:32]=[CH:31][CH:30]=[CH:29][CH:28]=3)[C:21]3[CH:26]=[CH:25][CH:24]=[CH:23][CH:22]=3)[N:18]=[N:17][N:16]=2)=[CH:5][CH:4]=1.[NH2:39][C@@H:40]([CH3:43])[CH2:41][OH:42].C(=O)([O-])[O-].[K+].[K+].O>C1COCC1>[C:20]([N:19]1[C:15]([C:10]2[CH:11]=[CH:12][CH:13]=[CH:14][C:9]=2[C:6]2[CH:5]=[CH:4][C:3]([CH2:2][NH:39][C@@H:40]([CH3:43])[CH2:41][OH:42])=[CH:8][CH:7]=2)=[N:16][N:17]=[N:18]1)([C:33]1[CH:38]=[CH:37][CH:36]=[CH:35][CH:34]=1)([C:21]1[CH:22]=[CH:23][CH:24]=[CH:25][CH:26]=1)[C:27]1[CH:32]=[CH:31][CH:30]=[CH:29][CH:28]=1 |f:2.3.4|. Procedure: A solution of 5-(4′-bromomethylbiphenyl-2-yl)-1-trityl-1H-tetrazole made as described in Preparation 1 (9.7 g, 17.4 mmol), (2S)-2-aminopropan-1-ol (3.9 g, 52.3 mmol), and potassium carbonate (2.4 g, 17.4 mmol), in THF (170 mL) was stirred at room temperature overnight. Water (100 mL) was added, and the aqueous phase was extracted with EtOAc (3×100 mL). The combined organic extracts were dried over MgSO4, filtered, and concentrated in vacuo. Silica gel chromatography gave intermediate (5a). Starting materials: C=C1C(C(CCC1)(C)C)C(CC(C)N)=O (2-methylene-6,6-dimethyl-1-[3-amino-butanoyl]-cyclohexane), C1(=CC=C(C=C1)S(=O)(=O)O)C (p-toluene-sulphonic acid), [Na] (sodium), solution. Solvent: C1(=CC=CC=C1)C (toluene), O (water). Yields the product C=C1C(C(CCC1)(C)C)C(C=CC)=O (2-methylene-6,6-dimethyl-1-[but-2-enoyl]-cyclohexane). Yield: 65.3%. Reaction SMILES: [CH2:1]=[C:2]1[CH2:7][CH2:6][CH2:5][C:4]([CH3:9])([CH3:8])[CH:3]1[C:10](=[O:15])[CH2:11][CH:12](N)[CH3:13].C1(C)C=CC(S(O)(=O)=O)=CC=1.[Na]>C1(C)C=CC=CC=1.O>[CH2:1]=[C:2]1[CH2:7][CH2:6][CH2:5][C:4]([CH3:9])([CH3:8])[CH:3]1[C:10](=[O:15])[CH:11]=[CH:12][CH3:13] |^1:26|. Procedure: 1 g of 2-methylene-6,6-dimethyl-1-[3-amino-butanoyl]-cyclohexane in 25 ml of toluene was refluxed for 3 hours in the presence of a catalytic amount of p-toluene-sulphonic acid. The obtained solution was wahsed with a 10% solution of sodium hydrogenocarbonate in water until neutrality, then dried and concentrated. 0.6 g of 2-methylene-6,6-dimethyl-1-[but-2-enoyl]-cyclohexane was thus obtained. The analytical data were in agreement with those of a pure sample prepared by one of the known methods. Reactants: CO, CCn1c(=O)c(-c2cc(NC(=O)Nc3ccccc3)c(F)cc2Cl)cc2cnc(NC(=O)C3CCCN3C(=O)OC(C)(C)C)cc21, Cl, C1COCCO1. Product: CCn1c(=O)c(-c2cc(NC(=O)Nc3ccccc3)c(F)cc2Cl)cc2cnc(NC(=O)C3CCCN3)cc21. RXN SMILES: [CH3:48][OH:49].[Cl:1][c:2]1[c:3](-[c:19]2[c:20](=[O:46])[n:21]([CH2:44][CH3:45])[c:22]3[cH:23][c:24]([NH:29][C:30](=[O:31])[CH:32]4[N:33]([C:37]([O:38][C:39]([CH3:40])([CH3:41])[CH3:42])=[O:43])[CH2:34][CH2:35][CH2:36]4)[n:25][cH:26][c:27]3[cH:28]2)[cH:4][c:5]([NH:9][C:10](=[O:11])[NH:12][c:13]2[cH:14][cH:15][cH:16][cH:17][cH:18]2)[c:6]([F:8])[cH:7]1.[ClH:47].[O:50]1[CH2:51][CH2:52][O:53][CH2:54][CH2:55]1>>[Cl:1][c:2]1[c:3](-[c:19]2[c:20](=[O:46])[n:21]([CH2:44][CH3:45])[c:22]3[cH:23][c:24]([NH:29][C:30](=[O:31])[CH:32]4[NH:33][CH2:34][CH2:35][CH2:36]4)[n:25][cH:26][c:27]3[cH:28]2)[cH:4][c:5]([NH:9][C:10](=[O:11])[NH:12][c:13]2[cH:14][cH:15][cH:16][cH:17][cH:18]2)[c:6]([F:8])[cH:7]1. Starting materials: Cl.NC1=C(C=CC(=C1)C(F)(F)F)S (2-amino-4-(trifluoromethyl) benzenethiol hydrochloride), C(C)OC(OCC)OCC (triethylorthoformate). The reagents and catalysts are S(O)(O)(=O)=O (sulfuric acid). Solvent: C(C)O (ethanol). Reaction conditions: temperature 180 celsius. The product is FC(C=1C=CC2=C(N=CS2)C1)(F)F (5-(trifluoromethyl)-1,3-benzothiazole). Yield: 84.2%. Reaction SMILES: Cl.[NH2:2][C:3]1[CH:8]=[C:7]([C:9]([F:12])([F:11])[F:10])[CH:6]=[CH:5][C:4]=1[SH:13].[CH2:14](OC(OCC)OCC)C>S(=O)(=O)(O)O.C(O)C>[F:12][C:9]([F:10])([F:11])[C:7]1[CH:6]=[CH:5][C:4]2[S:13][CH:14]=[N:2][C:3]=2[CH:8]=1 |f:0.1|. Procedure details: A mixture of 5.1 g (22.2 mmol) of 2-amino-4-(trifluoromethyl) benzenethiol hydrochloride, 5.5 mL (33.3 mmol) of triethylorthoformate, and 2 drops of sulfuric acid was slowly heated to 180° C. over 1 h. The ethanol formed was allowed to escape via a short path distillation still. The reaction mixture was cooled to room temperature and the residue was dissolved in ethyl acetate, washed with saturated sodium bicarbonate, dried over anhydrous magnesium sulfate, and concentrated in vacuo. The residue... Starting materials: ClCN1S(=O)(=O)C2=CC=CC=C2C1=O (2-(chloromethyl) saccharin), [N+](=O)([O-])C1=CC=C([O-])C=C1.[Na+] (sodium p-nitrophenoxide), sodium bicarbonate ice. The solvent is C1CCOC1 (THF). Reaction conditions: temperature 50 celsius. Product: [N+](=O)([O-])C1=CC=C(OCN2S(=O)(=O)C3=CC=CC=C3C2=O)C=C1 (2-(4-nitrophenoxymethyl)-saccharin). Isolated yield 21.3%. Reaction SMILES: Cl[CH2:2][N:3]1[C:13](=[O:14])[C:12]2[C:7](=[CH:8][CH:9]=[CH:10][CH:11]=2)[S:4]1(=[O:6])=[O:5].[N+:15]([C:18]1[CH:24]=[CH:23][C:21]([O-:22])=[CH:20][CH:19]=1)([O-:17])=[O:16].[Na+]>C1COCC1>[N+:15]([C:18]1[CH:24]=[CH:23][C:21]([O:22][CH2:2][N:3]2[C:13](=[O:14])[C:12]3[C:7](=[CH:8][CH:9]=[CH:10][CH:11]=3)[S:4]2(=[O:6])=[O:5])=[CH:20][CH:19]=1)([O-:17])=[O:16] |f:1.2|. Reported procedure: A mixture of 2-(chloromethyl) saccharin (3 g, 12.9 mmol) and sodium p-nitrophenoxide (2.55 g, 12.9 mmol) in THF (50 ml) was heated overnight at 50° C. and then refluxed for 45 minutes. The reaction mixture was cooled, poured into a dilute sodium bicarbonate/ice solution and extracted twice with ethyl acetate. The combined organic extracts were washed with sodium bicarbonate solution and water, dried (Na2SO4), and taken to dryness in vacuo. Chromatography (silica gel; MDC) afforded an oil that wa...